From a dataset of the Open Reaction Database (ORD), a public repository of structured organic reaction records. describe an organic reaction: reactants, conditions, products, and yield Run in COCCO (2-methoxyethanol). Run at temperature 90 celsius, time 4 hour. The yield is 54.7%. Product: ClC1=C(C=CC=C1)C1=NCC=2N(C3=C1C=C(S3)CCC3=CC=C(C=C3)OC(C)C)C(=NN2)C (4-(2-chlorophenyl)-2-[2-(4-isopropoxyphenyl)ethyl]-9-methyl-6H-thieno[3,2-f][1,2,4]triazolo[4,3-a][1,4]diazepine). Procedure: A mixture of 0.5 g of thienotriazolodiazepine compound obtained in Example 5, 0.2 g of potassium hydroxide and 0.62 g of isopropyl iodide in 20 ml of 2-methoxyethanol is stirred at 90° C. for 4 hours, and then the resulting mixture is concentrated to dryness. The residue is dissolved in 50 ml of chloroform, washed with water and dried over anhydrous magnesium sulfate. After separating by filtration, the filtrate is concentrated under reduced pressure and the residue is crystallized from isopropy... As a reaction SMILES: [Cl:1][C:2]1[CH:7]=[CH:6][CH:5]=[CH:4][C:3]=1[C:8]1[C:14]2[CH:15]=[C:16]([CH2:18][CH2:19][C:20]3[CH:25]=[CH:24][C:23]([OH:26])=[CH:22][CH:21]=3)[S:17][C:13]=2[N:12]2[C:27]([CH3:30])=[N:28][N:29]=[C:11]2[CH2:10][N:9]=1.[OH-].[K+].[CH:33](I)([CH3:35])[CH3:34]>COCCO>[Cl:1][C:2]1[CH:7]=[CH:6][CH:5]=[CH:4][C:3]=1[C:8]1[C:14]2[CH:15]=[C:16]([CH2:18][CH2:19][C:20]3[CH:25]=[CH:24][C:23]([O:26][CH:33]([CH3:35])[CH3:34])=[CH:22][CH:21]=3)[S:17][C:13]=2[N:12]2[C:27]([CH3:30])=[N:28][N:29]=[C:11]2[CH2:10][N:9]=1 |f:1.2|. Reactants: ClC1=C(C=CC=C1)C1=NCC=2N(C3=C1C=C(S3)CCC3=CC=C(C=C3)O)C(=NN2)C (4-(2-chlorophenyl)-2-[2-(4-hydroxyphenyl)ethyl]-9-methyl-6H-thieno[3,2-f][1,2,4]triazolo[4,3-a][1,4]diazepine), [OH-].[K+] (potassium hydroxide), C(C)(C)I (isopropyl iodide).